Dataset: the Open Reaction Database (ORD), a public repository of structured organic reaction records. Task: describe an organic reaction: reactants, conditions, products, and yield The reactants are COC1=C(CN2C(C=3C(=NC(=C(C3C2(C)C)F)N[C@H]2[C@H](CCCC2)NC(OC(C)(C)C)=O)C=2C=NN(C2)C)=O)C=CC(=C1)OC (tert-butyl (1S,2R)-2-(2-(2,4-dimethoxybenzyl)-7-fluoro-1,1-dimethyl-4-(1-methyl-1H-pyrazol-4-yl)-3-oxo-2,3-dihydro-1H-pyrrolo[3,4-c]pyridin-6-ylamino)cyclo-hexylcarbamate), C(=O)(C(F)(F)F)O (TFA). Yields the product N[C@@H]1[C@@H](CCCC1)NC1=C(C2=C(C(=N1)C=1C=NN(C1)C)C(NC2(C)C)=O)F (6-((1R,2S)-2-Aminocyclohexylamino)-7-fluoro-1,1-dimethyl-4-(1-methyl-1H-pyrazol-4-yl)-1H-pyrrolo[3,4-c]pyridin-3(2H)-one), C(=O)(C(F)(F)F)O (TFA). Isolated yield 56.0%. As a reaction SMILES: COC1C=C(OC)C=CC=1C[N:6]1[C:14]([CH3:16])([CH3:15])[C:13]2[C:12]([F:17])=[C:11]([NH:18][C@@H:19]3[CH2:24][CH2:23][CH2:22][CH2:21][C@@H:20]3[NH:25]C(=O)OC(C)(C)C)[N:10]=[C:9]([C:33]3[CH:34]=[N:35][N:36]([CH3:38])[CH:37]=3)[C:8]=2[C:7]1=[O:39].[C:46]([OH:52])([C:48]([F:51])([F:50])[F:49])=[O:47]>>[NH2:25][C@H:20]1[CH2:21][CH2:22][CH2:23][CH2:24][C@H:19]1[NH:18][C:11]1[N:10]=[C:9]([C:33]2[CH:34]=[N:35][N:36]([CH3:38])[CH:37]=2)[C:8]2[C:7](=[O:39])[NH:6][C:14]([CH3:16])([CH3:15])[C:13]=2[C:12]=1[F:17].[C:46]([OH:52])([C:48]([F:51])([F:50])[F:49])=[O:47]. Procedure: A solution of tert-butyl (1S,2R)-2-(2-(2,4-dimethoxybenzyl)-7-fluoro-1,1-dimethyl-4-(1-methyl-1H-pyrazol-4-yl)-3-oxo-2,3-dihydro-1H-pyrrolo[3,4-c]pyridin-6-ylamino)cyclo-hexylcarbamate (5 mg, 9.57 μmol) in TFA (1 mL) was heated at 60° C. for 0.5 h. The reaction mixture was subsequently purified by preparative HPLC and the product lyophilized to give the title compound as a TFA salt (2 mg, 56%). [M+H] calc'd for C19H25FN6, 374; found, 374. Isolated yield 51.0%. Procedure: A solution of 1.95 g of (RS)-4-(3-bromo-phenyl)-4-(4-difluoromethoxy-3-methyl-phenyl)-4,5-dihydro-oxazol-2-ylamine (Building Block S) in dichloromethane was divided in 200 mg aliquots which were separated on chiral HPLC (Chiralpak AD) using a 92:8-mixture of heptane and isopropanol as the eluent. The fractions showing e.e. values in the range of 99.7% to 98.4% of the first eluting enantiomer were combined to give 994 mg of the (S)-(+)-4-(3-bromo-phenyl)-4-(4-difluoromethoxy-3-methyl-phenyl)-4,5-... Reactants: BrC=1C=C(C=CC1)C1(N=C(OC1)N)C1=CC(=C(C=C1)OC(F)F)C ((RS)-4-(3-bromo-phenyl)-4-(4-difluoromethoxy-3-methyl-phenyl)-4,5-dihydro-oxazol-2-ylamine). Yields the product BrC=1C=C(C=CC1)[C@@]1(N=C(OC1)N)C1=CC(=C(C=C1)OC(F)F)C ((S)-(+)-4-(3-bromo-phenyl)-4-(4-difluoromethoxy-3-methyl-phenyl)-4,5-dihydro-oxazol-2-ylamine). Solvent: ClCCl (dichloromethane). Reaction SMILES: [Br:1][C:2]1[CH:3]=[C:4]([C:8]2([C:14]3[CH:19]=[CH:18][C:17]([O:20][CH:21]([F:23])[F:22])=[C:16]([CH3:24])[CH:15]=3)[CH2:12][O:11][C:10]([NH2:13])=[N:9]2)[CH:5]=[CH:6][CH:7]=1>ClCCl>[Br:1][C:2]1[CH:3]=[C:4]([C@@:8]2([C:14]3[CH:19]=[CH:18][C:17]([O:20][CH:21]([F:22])[F:23])=[C:16]([CH3:24])[CH:15]=3)[CH2:12][O:11][C:10]([NH2:13])=[N:9]2)[CH:5]=[CH:6][CH:7]=1. Starting materials: C(NNC(=O)[O-])(=O)[O-] (bicarbamate), C=CC=C.C=CC1=CC=CC=C1 (butadiene styrene). Yields the product N(=NC(=O)OCC)C(=O)OCC (diethyl azodicarboxylate), C=CC=C.C=CC1=CC=CC=C1 (butadiene styrene). RXN SMILES: [C:1]([O-:8])(=[O:7])[NH:2][NH:3][C:4]([O-:6])=[O:5].[CH2:9]=[CH:10][CH:11]=[CH2:12].[CH2:13]=[CH:14][C:15]1[CH:20]=[CH:19][CH:18]=[CH:17][CH:16]=1>>[N:2]([C:1]([O:8][CH2:13][CH3:14])=[O:7])=[N:3][C:4]([O:6][CH2:9][CH3:10])=[O:5].[CH2:9]=[CH:10][CH:11]=[CH2:12].[CH2:13]=[CH:14][C:15]1[CH:20]=[CH:19][CH:18]=[CH:17][CH:16]=1 |f:1.2,4.5|. Procedure details: This example demonostrates the preparation and evaluation of a bicarbamate-modified linear butadiene-styrene teleblock copolymer resulting from the addition reaction of diethyl azodicarboxylate with a typical linear butadiene-styrene teleblock copolymer. Reactants: BrC1=CC=C(C=C1)F (1-bromo-4-fluorobenzene), O1C(=CC=C1)B(O)O ((furan-2-yl)boronic acid), [O-]P(=O)([O-])[O-].[K+].[K+].[K+] (K3PO4). Reagents/catalysts: C=1C=CC(=CC1)[P](C=2C=CC=CC2)(C=3C=CC=CC3)[Pd]([P](C=4C=CC=CC4)(C=5C=CC=CC5)C=6C=CC=CC6)([P](C=7C=CC=CC7)(C=8C=CC=CC8)C=9C=CC=CC9)[P](C=1C=CC=CC1)(C=1C=CC=CC1)C=1C=CC=CC1 (Pd(PPh3)4). Run in O1CCOCC1 (dioxane), O (water). Run at temperature 90 celsius, time 2 hour. Product: FC1=CC=C(C=C1)C=1OC=CC1 (2-(4-fluorophenyl)furan). Yield: 89.9%. As a reaction SMILES: Br[C:2]1[CH:7]=[CH:6][C:5]([F:8])=[CH:4][CH:3]=1.[O:9]1[CH:13]=[CH:12][CH:11]=[C:10]1B(O)O.[O-]P([O-])([O-])=O.[K+].[K+].[K+]>O1CCOCC1.O.C1C=CC([P]([Pd]([P](C2C=CC=CC=2)(C2C=CC=CC=2)C2C=CC=CC=2)([P](C2C=CC=CC=2)(C2C=CC=CC=2)C2C=CC=CC=2)[P](C2C=CC=CC=2)(C2C=CC=CC=2)C2C=CC=CC=2)(C2C=CC=CC=2)C2C=CC=CC=2)=CC=1>[F:8][C:5]1[CH:6]=[CH:7][C:2]([C:10]2[O:9][CH:13]=[CH:12][CH:11]=2)=[CH:3][CH:4]=1 |f:2.3.4.5,^1:35,37,56,75|. Procedure: To a solution of 1-bromo-4-fluorobenzene (3.0 g, 17.14 mmol) in dioxane (100.0 mL) and water (3.0 mL) was added (furan-2-yl)boronic acid (5.76 g, 51.48 mmol), K3PO4 (10.76 g, 50.69 mmol) and Pd(PPh3)4 (980 mg, 0.85 mmol) with stirring for 2 h at 90° C. in an oil bath maintained under an inert atmosphere of nitrogen. The reaction mixture was concentrated under reduced pressure to give the residue, which was purified via silica gel chromatography (1% ethyl acetate in petroleum ether) to afford 2-(... Reactants: C(C)(=O)NC=1SC=2CCN(CCC2N1)CC=CC1=CC=C(C=C1)Cl (2-acetylamino-6-(3-(4-chloro-phenyl)allyl)-4,5,7,8-tetrahydro-6H-thiazolo[5,4-d]azepine), Cl (hydrochloric acid). The product is NC=1SC=2CCN(CCC2N1)CC=CC1=CC=C(C=C1)Cl (2-Amino-6-(3-(4-chloro-phenyl)allyl)-4,5,7,8-tetrahydro-6H-thiazolo[5,4-d]azepine). The yield is 71.0%. RXN SMILES: C([NH:4][C:5]1[S:6][C:7]2[CH2:8][CH2:9][N:10]([CH2:15][CH:16]=[CH:17][C:18]3[CH:23]=[CH:22][C:21]([Cl:24])=[CH:20][CH:19]=3)[CH2:11][CH2:12][C:13]=2[N:14]=1)(=O)C.Cl>>[NH2:4][C:5]1[S:6][C:7]2[CH2:8][CH2:9][N:10]([CH2:15][CH:16]=[CH:17][C:18]3[CH:19]=[CH:20][C:21]([Cl:24])=[CH:22][CH:23]=3)[CH2:11][CH2:12][C:13]=2[N:14]=1. Reported procedure: Prepared from 2-acetylamino-6-(3-(4-chloro-phenyl)allyl)-4,5,7,8-tetrahydro-6H-thiazolo[5,4-d]azepine with semi-concentrated hydrochloric acid. Yield: 71% of theory, Melting point: 145°-150° C. The reactants are [H-].[Na+] (sodium hydride), S1(NC(C2C1C1C=CC2CC1)=O)(=O)=O (3a,4,7,7a-tetrahydro-4,7-ethano-1,2-benzisothiazol-3(2H)-one-1,1-dioxide), BrCCCCBr (1,4-dibromobutane). Solvent: CN(C=O)C (dimethylformamide), CN(C=O)C (dimethylformamide). Conditions: time 22.5 hour. Product: BrCCCCN1S(C2C(C1=O)C1C=CC2CC1)(=O)=O (3a,4,7,7a-Tetrahydro-2-[4-bromobutyl]-4,7-ethano-1,2-benzisothiazol-3(2H)-one 1,1-dioxide). Yield: 15.9%. Reaction SMILES: [H-].[Na+].[S:3]1(=[O:16])(=[O:15])[CH:7]2[CH:8]3[CH2:13][CH2:12][CH:11]([CH:6]2[C:5](=[O:14])[NH:4]1)[CH:10]=[CH:9]3.[Br:17][CH2:18][CH2:19][CH2:20][CH2:21]Br>CN(C)C=O>[Br:17][CH2:18][CH2:19][CH2:20][CH2:21][N:4]1[C:5](=[O:14])[CH:6]2[CH:11]3[CH2:12][CH2:13][CH:8]([CH:7]2[S:3]1(=[O:15])=[O:16])[CH:9]=[CH:10]3 |f:0.1|. Procedure: A solution of 456 mg (19 mmol) of sodium hydride (prepared from 760 mg of 60% sodium hydride in mineral oil by pentane wash) in 40 ml of dimethylformamide is treated portionwise with 4.05 g (19 mmol) of 3a,4,7,7a-tetrahydro-4,7-ethano-1,2-benzisothiazol-3(2H)-one-1,1-dioxide at 0° C. The resulting solution is added dropwise to a solution of 12.3 g (57 mmol) of 1,4-dibromobutane in 40 ml of dimethylformamide. The mixture is maintained with stirring at room temperature for 22.5 hours. The solvent ...